This data is from the Open Reaction Database (ORD), a public repository of structured organic reaction records. The task is: describe an organic reaction: reactants, conditions, products, and yield Starting materials: CC1=CC=C(C=C1)SCCCCOC=1C(=CC2=C(COC(N2)=O)C1C)C (6-[4-(4-methylphenylmercapto)-butoxy]-5,7-dimethyl-4H-3,1-benzoxazin-2-one), OO (hydrogen peroxide). Yields the product CC1=CC=C(C=C1)S(=O)CCCCOC=1C(=CC2=C(COC(N2)=O)C1C)C (6-[4-(4-Methyl-phenylsulfinyl)-butoxy]-5,7-dimethyl-4H-3,1-benzoxazin-2-one). Reaction SMILES: [CH3:1][C:2]1[CH:7]=[CH:6][C:5]([S:8][CH2:9][CH2:10][CH2:11][CH2:12][O:13][C:14]2[C:15]([CH3:26])=[CH:16][C:17]3[NH:22][C:21](=[O:23])[O:20][CH2:19][C:18]=3[C:24]=2[CH3:25])=[CH:4][CH:3]=1.[OH:27]O>>[CH3:1][C:2]1[CH:3]=[CH:4][C:5]([S:8]([CH2:9][CH2:10][CH2:11][CH2:12][O:13][C:14]2[C:15]([CH3:26])=[CH:16][C:17]3[NH:22][C:21](=[O:23])[O:20][CH2:19][C:18]=3[C:24]=2[CH3:25])=[O:27])=[CH:6][CH:7]=1. Procedure: Prepared analogously to Example 2 from 6-[4-(4-methylphenylmercapto)-butoxy]-5,7-dimethyl-4H-3,1-benzoxazin-2-one and hydrogen peroxide. Reactants: COc1cc(C(=O)N2CCCC(CCOS(C)(=O)=O)(c3ccc(Cl)c(Cl)c3)C2)cc(OC)c1OC, CC#N, CCN(C(C)C)C(C)C, Fc1ccc(Cn2c(NC3CCNCC3)nc3ccccc32)cc1. The product is COc1cc(C(=O)N2CCCC(CCN3CCC(Nc4nc5ccccc5n4Cc4ccc(F)cc4)CC3)(c3ccc(Cl)c(Cl)c3)C2)cc(OC)c1OC. Reaction SMILES: [CH3:1][O:2][c:3]1[cH:4][c:5]([C:6](=[O:7])[N:8]2[CH2:9][C:10]([CH2:14][CH2:15][O:16][S:17]([CH3:18])(=[O:19])=[O:20])([c:21]3[cH:22][c:23]([Cl:28])[c:24]([Cl:27])[cH:25][cH:26]3)[CH2:11][CH2:12][CH2:13]2)[cH:29][c:30]([O:34][CH3:35])[c:31]1[O:32][CH3:33].[CH3:69][C:70]#[N:71].[CH:60]([N:61]([CH2:62][CH3:63])[CH:64]([CH3:65])[CH3:66])([CH3:67])[CH3:68].[F:36][c:37]1[cH:38][cH:39][c:40]([CH2:41][n:42]2[c:43]([NH:51][CH:52]3[CH2:53][CH2:54][NH:55][CH2:56][CH2:57]3)[n:44][c:45]3[c:46]2[cH:47][cH:48][cH:49][cH:50]3)[cH:58][cH:59]1>>[CH3:1][O:2][c:3]1[cH:4][c:5]([C:6](=[O:7])[N:8]2[CH2:9][C:10]([CH2:14][CH2:15][N:55]3[CH2:54][CH2:53][CH:52]([NH:51][c:43]4[n:42]([CH2:41][c:40]5[cH:39][cH:38][c:37]([F:36])[cH:59][cH:58]5)[c:46]5[c:45]([n:44]4)[cH:50][cH:49][cH:48][cH:47]5)[CH2:57][CH2:56]3)([c:21]3[cH:22][c:23]([Cl:28])[c:24]([Cl:27])[cH:25][cH:26]3)[CH2:11][CH2:12][CH2:13]2)[cH:29][c:30]([O:34][CH3:35])[c:31]1[O:32][CH3:33]. Yields the product Cc1cc(C(C)(C)C)c(O)c(C(C)(C)CCCC(N)=O)c1. Starting materials: Cc1cc(C(C)(C)C)c(O)c(C(C)(C)CCCC(=O)O)c1, CCCCCCCCCCCCN. Reaction SMILES: [C:1]([CH3:2])([CH3:3])([CH3:4])[c:5]1[c:6]([OH:21])[c:7]([C:12]([CH2:13][CH2:14][CH2:15][C:16](=[O:17])[OH:18])([CH3:19])[CH3:20])[cH:8][c:9]([CH3:11])[cH:10]1.[CH2:22]([CH2:23][CH2:24][CH2:25][CH2:26][CH2:27][CH2:28][CH2:29][CH2:30][CH2:31][CH2:32][CH3:33])[NH2:34]>>[C:1]([CH3:2])([CH3:3])([CH3:4])[c:5]1[c:6]([OH:21])[c:7]([C:12]([CH2:13][CH2:14][CH2:15][C:16](=[O:17])[NH2:34])([CH3:19])[CH3:20])[cH:8][c:9]([CH3:11])[cH:10]1. Starting materials: C=CCSc1ccc(NC(C)=O)c([N+](=O)[O-])c1, CO, [Na+], [OH-], O. Yields the product C=CCSc1ccc(N)c([N+](=O)[O-])c1. RXN SMILES: [C:1](=[O:2])([CH3:3])[NH:4][c:5]1[c:6]([N+:15](=[O:16])[O-:17])[cH:7][c:8]([S:11][CH2:12][CH:13]=[CH2:14])[cH:9][cH:10]1.[CH3:18][OH:19].[Na+:21].[OH-:20].[OH2:22]>>[NH2:4][c:5]1[c:6]([N+:15](=[O:16])[O-:17])[cH:7][c:8]([S:11][CH2:12][CH:13]=[CH2:14])[cH:9][cH:10]1. Starting materials: C(CCCCCCCCCCC)C1=NOC(=C1)C(C(=O)O)C1=CC=CC=C1 (3-dodecyl-α-phenyl-5-isoxazole acetic acid), C(CCCCCCCCCCC)C1=CC(=NO1)C(C(=O)O)C1=CC=CC=C1 (5-dodecyl-α-phenyl-3-isoxazole acetic acid), CC(C)C1=C(N)C(=CC=C1)C(C)C (2,6-bis(1-methylethyl)aniline). Product: C(CCCCCCCCCCC)C1=NOC(=C1)C(C(=O)NC1=C(C=CC=C1C(C)C)C(C)C)C1=CC=CC=C1 ((±)-3-Dodecyl-α-phenyl-N-(2,6-bis(1-methylethyl)phenyl) -5-isoxazole acetamide). RXN SMILES: [CH2:1]([C:13]1[CH:17]=[C:16]([CH:18]([C:22]2[CH:27]=[CH:26][CH:25]=[CH:24][CH:23]=2)[C:19]([OH:21])=O)[O:15][N:14]=1)[CH2:2][CH2:3][CH2:4][CH2:5][CH2:6][CH2:7][CH2:8][CH2:9][CH2:10][CH2:11][CH3:12].C(C1ON=C(C(C2C=CC=CC=2)C(O)=O)C=1)CCCCCCCCCCC.[CH3:55][CH:56]([C:58]1[CH:64]=[CH:63][CH:62]=[C:61]([CH:65]([CH3:67])[CH3:66])[C:59]=1[NH2:60])[CH3:57]>>[CH2:1]([C:13]1[CH:17]=[C:16]([CH:18]([C:22]2[CH:27]=[CH:26][CH:25]=[CH:24][CH:23]=2)[C:19]([NH:60][C:59]2[C:61]([CH:65]([CH3:66])[CH3:67])=[CH:62][CH:63]=[CH:64][C:58]=2[CH:56]([CH3:57])[CH3:55])=[O:21])[O:15][N:14]=1)[CH2:2][CH2:3][CH2:4][CH2:5][CH2:6][CH2:7][CH2:8][CH2:9][CH2:10][CH2:11][CH3:12]. Procedure details: In a manner similar to Example 128, a mixture of 3-dodecyl-α-phenyl-5-isoxazole acetic acid and 5-dodecyl-α-phenyl-3-isoxazole acetic acid was condensed with 2,6-bis(1-methylethyl)aniline to give after chromatography pure title compound; mp 115°-117° C.